From a dataset of the Open Reaction Database (ORD), a public repository of structured organic reaction records. describe an organic reaction: reactants, conditions, products, and yield Reactants: C1(=CC=CC2=CC=CC=C12)O (1-naphthol), C(C1=CC=CC=C1)OC=1C(OC(C1OCC1=CC=CC=C1)CCO)=O (3,4-dibenzyloxy-5-(2-hydroxyethyl)-2(5H)-furanone), 3,4-dihydroxy-5-[2-(4-phenoxy)phenoxyethyl]-2(5H)-furanone. The product is OC=1C(OC(C1O)CCOC1=CC=CC2=CC=CC=C12)=O (3,4-dihydroxy-5-[2-(1-naphthoxy)ethyl]-2(5H)-furanone). Yield: 26.2%. As a reaction SMILES: [C:1]1([OH:11])[C:10]2[C:5](=[CH:6][CH:7]=[CH:8][CH:9]=2)[CH:4]=[CH:3][CH:2]=1.C([O:19][C:20]1[C:21](=[O:36])[O:22][CH:23]([CH2:33][CH2:34]O)[C:24]=1[O:25]CC1C=CC=CC=1)C1C=CC=CC=1>>[OH:19][C:20]1[C:21](=[O:36])[O:22][CH:23]([CH2:33][CH2:34][O:11][C:1]2[C:10]3[C:5](=[CH:6][CH:7]=[CH:8][CH:9]=3)[CH:4]=[CH:3][CH:2]=2)[C:24]=1[OH:25]. Procedure: Mitsunoble coupling of 0.17 g (1.2 mmol) of 1-naphthol with 0.34 g (1.0 mmol) of 3,4-dibenzyloxy-5-(2-hydroxyethyl)-2(5H)-furanone and subsequent benzyl group deprotection by hydrogenation were performed in a similar manner as described in the synthesis of 3,4-dihydroxy-5-[2-(4-phenoxy)phenoxyethyl]-2(5H)-furanone to provide 75 mg (26% yield) of 3,4-dihydroxy-5-[2-(1-naphthoxy)ethyl]-2(5H)-furanone as colorless cubes: mp 163-164° C. (ether/hexanes) 1H NMR (acetone-d6) δ 8.38-8.25 (m, 1H), 7.92-7... Reactants: [BH4-].[Na+] (sodium borohydride), O=C(/C=C/[C@@H]1[C@H]2CC(O[C@H]2C[C@H]1OC(C1=CC=CC=C1)=O)=O)C(CC#CCC)C ((1S,5R,6R,7R)-6-[(E)-(4RS)-3-oxo-4-methyl-1-nonene-6-ynyl]-7-benzoyloxy-2-oxabicyclo[3.3.0]-octane-3-one). Solvent: CO (methanol), CCOCC (ether). Conditions: temperature -40 celsius, time 1 hour. The product is O[C@H](/C=C/[C@@H]1[C@H]2CC(O[C@H]2C[C@H]1OC(C1=CC=CC=C1)=O)=O)C(CC#CCC)C ((1S,5R,6R,7R)-6-[(E)-(3S,4RS)-3-hydroxy-4-methyl-1-nonene-6-ynyl]-7-benzoyloxy-2-oxabicyclo[3.3.0]octane-3-one). RXN SMILES: [BH4-].[Na+].[O:3]=[C:4]([CH:25]([CH3:31])[CH2:26][C:27]#[C:28][CH2:29][CH3:30])/[CH:5]=[CH:6]/[C@H:7]1[C@H:14]([O:15][C:16](=[O:23])[C:17]2[CH:22]=[CH:21][CH:20]=[CH:19][CH:18]=2)[CH2:13][C@H:12]2[C@@H:8]1[CH2:9][C:10](=[O:24])[O:11]2>CO.CCOCC>[OH:3][C@@H:4]([CH:25]([CH3:31])[CH2:26][C:27]#[C:28][CH2:29][CH3:30])/[CH:5]=[CH:6]/[C@H:7]1[C@H:14]([O:15][C:16](=[O:23])[C:17]2[CH:18]=[CH:19][CH:20]=[CH:21][CH:22]=2)[CH2:13][C@H:12]2[C@@H:8]1[CH2:9][C:10](=[O:24])[O:11]2 |f:0.1|. Reported procedure: 3.4 of sodium borohydride is added batchwise to a solution of 6 g of the ketone prepared in example (6e) in 200 ml of methanol, at -40° C., and the mixture is stirred for 1 h at -40° C. under argon. Next it is diluted with ether, washed with water until neutral, dried over magnesium sulfate and vacuum evaporated. By means of column chromatography on silcia gel using ether/hexane (8/2), first 2.6 g of the title compound (3-alpha-hydroxy) is elutriated, next, as the more polar component, 1.9 g of ... Starting materials: [OH-].[Na+] (sodium hydroxide), [Li] (lithium), [H-] (hydride), C(C)OC(=O)N1CC(OCC1)C=C1C2=C(CCC3=C1C=CC=C3)C=CC=C2 (5-(4-ethoxycarbonylmorpholin-2-yl)methylidene-10,11-dihydro-5H-dibenzo[a,d]-cycloheptene). Solvent: CCOCC (ether), CCOCC (ether). Yields the product CN1CC(OCC1)C=C1C2=C(CCC3=C1C=CC=C3)C=CC=C2 (5-(4-methylmorpholin-2-yl)methylidene-10,11-dihydro-5H-dibenzo[a,d]cycloheptene). Reaction SMILES: [Li].[H-].C(O[C:6]([N:8]1[CH2:13][CH2:12][O:11][CH:10]([CH:14]=[C:15]2[C:21]3[CH:22]=[CH:23][CH:24]=[CH:25][C:20]=3[CH2:19][CH2:18][C:17]3[CH:26]=[CH:27][CH:28]=[CH:29][C:16]2=3)[CH2:9]1)=O)C.[OH-].[Na+]>CCOCC>[CH3:6][N:8]1[CH2:13][CH2:12][O:11][CH:10]([CH:14]=[C:15]2[C:21]3[CH:22]=[CH:23][CH:24]=[CH:25][C:20]=3[CH2:19][CH2:18][C:17]3[CH:26]=[CH:27][CH:28]=[CH:29][C:16]2=3)[CH2:9]1 |f:3.4,^1:0|. Reported procedure: To a solution of lithium aluninum hydride (155 mg) in anhydrous ether was added a solution of 5-(4-ethoxycarbonylmorpholin-2-yl)methylidene-10,11-dihydro-5H-dibenzo[a,d]-cycloheptene (600 mg) in anhydrous ether under ice-cooling, and the resulting mixture was stirred under ice-cooling for 1 hour and under reflux for 2.5 hours. The reaction mixture was cooled, admixed with 10% aqueous sodium hydroxide solution and extracted with ether. The ether extract was dried over anhydrous sodium sulfate and... Reactants: OCc1cc(Br)ccc1O, ClCCN1CCCC1, Cl. The product is OCc1cc(Br)ccc1OCCN1CCCC1. As a reaction SMILES: [Br:10][c:11]1[cH:12][cH:13][c:14]([OH:19])[c:15]([CH2:16][OH:17])[cH:18]1.[Cl:2][CH2:3][CH2:4][N:5]1[CH2:6][CH2:7][CH2:8][CH2:9]1.[ClH:1]>>[CH2:3]([CH2:4][N:5]1[CH2:6][CH2:7][CH2:8][CH2:9]1)[O:19][c:14]1[cH:13][cH:12][c:11]([Br:10])[cH:18][c:15]1[CH2:16][OH:17]. The reactants are COC(CNC(C=CC1=CC=CC=C1)=O)=O (cinnamoyl-glycine methyl ester), C1(CCCCC1)N=C=NC1CCCCC1 (dicyclohexylcarbodiimide), FC1=CC=C(C=CC(=O)O)C=C1 (4-fluorocinnamic acid), Cl.COC(CN)=O (glycine methyl ester hydrochloride), CN1CCOCC1 (N-methylmorpholine), ON1N=NC2=C1C=CC=C2 (1-hydroxybenzotriazole). Run in O1CCCC1 (tetrahydrofuran), O1CCCC1 (tetrahydrofuran). Conditions: temperature 0 celsius. Product: COC(CNC(C=CC1=CC=C(C=C1)F)=O)=O (4-fluorocinnamoyl-glycine methyl ester). As a reaction SMILES: [CH3:1][O:2][C:3](=[O:16])[CH2:4][NH:5][C:6](=[O:15])[CH:7]=[CH:8][C:9]1[CH:14]=[CH:13][CH:12]=[CH:11][CH:10]=1.Cl.COC(=O)CN.CN1CCOCC1.[F:31]C1C=CC(C=CC(O)=O)=CC=1.C1(N=C=NC2CCCCC2)CCCCC1.ON1C2C=CC=CC=2N=N1>O1CCCC1>[CH3:1][O:2][C:3](=[O:16])[CH2:4][NH:5][C:6](=[O:15])[CH:7]=[CH:8][C:9]1[CH:10]=[CH:11][C:12]([F:31])=[CH:13][CH:14]=1 |f:1.2|. Procedure details: Following the general procedure described in example 1, step 2, for cinnamoyl-glycine methyl ester, glycine methyl ester hydrochloride (7.5 g) was suspended in tetrahydrofuran, cooled to 0° C., treated with N-methylmorpholine (8.4 ml, 1 equivalent), followed immediately by a precooled solution of 4-fluorocinnamic acid (10.0 g) in tetrahydrofuran, which had been pre-activated by treatment with dicyclohexylcarbodiimide (12.4 g, 1 equivalent) and 1-hydroxybenzotriazole (9.2 g). After work-up, 4-flu... The reactants are O=C([O-])O, CO, ClC(Cl)Cl, Cl, ClCCl, CSC1=CCC2C3CCC4=CC(=O)C=CC4(C)C3(F)C(O)CC12C, [Na+]. Yields the product CSC1=C(Cl)CC2C3CCC4=CC(=O)C=CC4(C)C3(F)C(O)CC12C. Reaction SMILES: [C:28](=[O:29])([OH:30])[O-:31].[CH3:25][OH:26].[CH:36]([Cl:37])([Cl:38])[Cl:39].[Cl:27].[Cl:33][CH2:34][Cl:35].[F:1][C:2]12[C:3]3([CH3:24])[CH:4]=[CH:5][C:6](=[O:23])[CH:7]=[C:8]3[CH2:9][CH2:10][CH:11]1[CH:12]1[CH2:13][CH:14]=[C:15]([S:21][CH3:22])[C:16]1([CH3:17])[CH2:18][CH:19]2[OH:20].[Na+:32]>>[F:1][C:2]12[C:3]3([CH3:24])[CH:4]=[CH:5][C:6](=[O:23])[CH:7]=[C:8]3[CH2:9][CH2:10][CH:11]1[CH:12]1[CH2:13][C:14]([Cl:33])=[C:15]([S:21][CH3:22])[C:16]1([CH3:17])[CH2:18][CH:19]2[OH:20]. Starting materials: N#CCCCCCCCCC(C(=O)OCc1ccccc1)C1CCCC1, CO. The product is N#CCCCCCCCCC(C(=O)O)C1CCCC1. Reaction SMILES: [C:1](#[N:2])[CH2:3][CH2:4][CH2:5][CH2:6][CH2:7][CH2:8][CH2:9][CH2:10][CH:11]([C:12](=[O:13])[O:14][CH2:15][c:16]1[cH:17][cH:18][cH:19][cH:20][cH:21]1)[CH:22]1[CH2:23][CH2:24][CH2:25][CH2:26]1.[CH3:27][OH:28]>>[C:1](#[N:2])[CH2:3][CH2:4][CH2:5][CH2:6][CH2:7][CH2:8][CH2:9][CH2:10][CH:11]([C:12](=[O:13])[OH:14])[CH:22]1[CH2:23][CH2:24][CH2:25][CH2:26]1.